This data is from the Open Reaction Database (ORD), a public repository of structured organic reaction records. The task is: describe an organic reaction: reactants, conditions, products, and yield Starting materials: BrC=1N=CC(=NC1)CC(=O)N (2-(5-bromopyrazin-2-yl)acetamide), C(#C)C=1C=C(C(=O)NC2=CC(=C(C=C2)CN2CCN(CC2)C)C(F)(F)F)C=CC1C (3-ethynyl-4-methyl-N-{4-(4-methyl-piperazin-1-ylmethyl)-3-trifluoromethyl-phenyl}-benzamide). Yields the product NC(CC=1N=CC(=NC1)C#CC=1C=C(C(=O)NC2=CC(=C(C=C2)CN2CCN(CC2)C)C(F)(F)F)C=CC1C)=O (3-{[5-(2-amino-2-oxoethyl)pyrazin-2-yl]ethynyl}-4-methyl-N-{4-[(4-methylpiperazin-1-yl)methyl]-3-(trifluoromethyl)phenyl}benzamide). RXN SMILES: Br[C:2]1[N:3]=[CH:4][C:5]([CH2:8][C:9]([NH2:11])=[O:10])=[N:6][CH:7]=1.[C:12]([C:14]1[CH:15]=[C:16]([CH:38]=[CH:39][C:40]=1[CH3:41])[C:17]([NH:19][C:20]1[CH:25]=[CH:24][C:23]([CH2:26][N:27]2[CH2:32][CH2:31][N:30]([CH3:33])[CH2:29][CH2:28]2)=[C:22]([C:34]([F:37])([F:36])[F:35])[CH:21]=1)=[O:18])#[CH:13]>>[NH2:11][C:9](=[O:10])[CH2:8][C:5]1[N:6]=[CH:7][C:2]([C:13]#[C:12][C:14]2[CH:15]=[C:16]([CH:38]=[CH:39][C:40]=2[CH3:41])[C:17]([NH:19][C:20]2[CH:25]=[CH:24][C:23]([CH2:26][N:27]3[CH2:28][CH2:29][N:30]([CH3:33])[CH2:31][CH2:32]3)=[C:22]([C:34]([F:35])([F:37])[F:36])[CH:21]=2)=[O:18])=[N:3][CH:4]=1. Procedure details: The title compound can be prepared as for example 1 using 2-(5-bromopyrazin-2-yl)acetamide and 3-ethynyl-4-methyl-N-{4-(4-methyl-piperazin-1-ylmethyl)-3-trifluoromethyl-phenyl}-benzamide. The reactants are CCOC(=O)NN, CCO, CS(=O)Cc1ccc(C(=O)c2ccc(Cl)cc2)cc1, Cc1ccc(S(=O)(=O)[O-])cc1, c1cc[nH+]cc1. Reaction SMILES: [C:20]([NH:21][NH2:22])(=[O:23])[O:24][CH2:25][CH3:26].[CH3:44][CH2:45][OH:46].[Cl:1][c:2]1[cH:3][cH:4][c:5]([C:6](=[O:7])[c:8]2[cH:9][cH:10][c:11]([CH2:14][S:15](=[O:16])[CH3:17])[cH:12][cH:13]2)[cH:18][cH:19]1.[c:27]1([CH3:28])[cH:29][cH:30][c:31]([S:32]([O-:33])(=[O:34])=[O:35])[cH:36][cH:37]1.[nH+:38]1[cH:39][cH:40][cH:41][cH:42][cH:43]1>>[Cl:1][c:2]1[cH:3][cH:4][c:5]([C:6]([c:8]2[cH:9][cH:10][c:11]([CH2:14][S:15](=[O:16])[CH3:17])[cH:12][cH:13]2)=[N:22][NH:21][C:20](=[O:23])[O:24][CH2:25][CH3:26])[cH:18][cH:19]1. Yields the product CCOC(=O)NN=C(c1ccc(Cl)cc1)c1ccc(CS(C)=O)cc1. Reactants: CCOC(C)=O, CN(C)C=O, ClCc1cccc(CN2CCN(c3nc4ccc(Cl)cc4s3)CC2)c1, Cl, N#C[Na], O. The product is N#CCc1cccc(CN2CCN(c3nc4ccc(Cl)cc4s3)CC2)c1. Reaction SMILES: [CH3:31][CH2:32][O:33][C:34](=[O:35])[CH3:36].[CH3:37][N:38]([CH3:39])[CH:40]=[O:41].[Cl:2][c:3]1[cH:4][c:5]2[c:6]([n:7][c:8]([N:10]3[CH2:11][CH2:12][N:13]([CH2:16][c:17]4[cH:18][c:19]([CH2:23][Cl:24])[cH:20][cH:21][cH:22]4)[CH2:14][CH2:15]3)[s:9]2)[cH:25][cH:26]1.[ClH:1].[Na:27][C:28]#[N:29].[OH2:30]>>[Cl:2][c:3]1[cH:4][c:5]2[c:6]([n:7][c:8]([N:10]3[CH2:11][CH2:12][N:13]([CH2:16][c:17]4[cH:18][c:19]([CH2:23][C:28]#[N:29])[cH:20][cH:21][cH:22]4)[CH2:14][CH2:15]3)[s:9]2)[cH:25][cH:26]1.